This data is from the Open Reaction Database (ORD), a public repository of structured organic reaction records. The task is: describe an organic reaction: reactants, conditions, products, and yield The reactants are C(#N)C1=CC=C(OC=2C=C(C(=O)O)C=C(N2)OC2=CC=C(C=C2)C#N)C=C1 (2,6-bis(4-Cyano phenoxy)-isonicotinic acid), C(C)(C)(C)OC(=O)N1CCC(CC1)N (4-amino-piperidine-1-carboxylic acid tert-butyl ester). The product is C(C)(C)(C)OC(=O)N1CCC(CC1)NC(=O)C1=CC(=NC(=C1)OC1=CC=C(C=C1)C#N)OC1=CC=C(C=C1)C#N (4-{[2,6-Bis-(4-cyano-phenoxy)-pyridine-4-carbonyl]amino}-piperidine-1-carboxylic Acid Tert-butyl Ester). The yield is 89.6%. Reaction SMILES: [C:1]([C:3]1[CH:27]=[CH:26][C:6]([O:7][C:8]2[CH:9]=[C:10]([CH:14]=[C:15]([O:17][C:18]3[CH:23]=[CH:22][C:21]([C:24]#[N:25])=[CH:20][CH:19]=3)[N:16]=2)[C:11](O)=[O:12])=[CH:5][CH:4]=1)#[N:2].[C:28]([O:32][C:33]([N:35]1[CH2:40][CH2:39][CH:38]([NH2:41])[CH2:37][CH2:36]1)=[O:34])([CH3:31])([CH3:30])[CH3:29]>>[C:28]([O:32][C:33]([N:35]1[CH2:40][CH2:39][CH:38]([NH:41][C:11]([C:10]2[CH:9]=[C:8]([O:7][C:6]3[CH:5]=[CH:4][C:3]([C:1]#[N:2])=[CH:27][CH:26]=3)[N:16]=[C:15]([O:17][C:18]3[CH:19]=[CH:20][C:21]([C:24]#[N:25])=[CH:22][CH:23]=3)[CH:14]=2)=[O:12])[CH2:37][CH2:36]1)=[O:34])([CH3:31])([CH3:29])[CH3:30]. Procedure details: 2,6-bis(4-Cyano phenoxy)-isonicotinic acid (0.220 g, 0.61 mmol) and 4-amino-piperidine-1-carboxylic acid tert-butyl ester (0.142 g, 0.71 mmol) were coupled using the procedure of Example 5(c) to afford 0.295 g of the required product. Percentage purity (LCMS): 59.4%, (M+1)=439.2+1 (with BOC). 1H NMR (DMSO-d6): δ 1.40 (9H, s), 1.81 (4H, m), 2.86 (4H, m), 3.82 (1H, m), 7.26 (2H, s), 7.34 (4H, d), 7.85 (4H, d), 8.64 (1H, d). The reactants are Cc1ccc(S(=O)(=O)C(NC=O)c2cc(F)ccc2F)cc1, C1CCOC1, O=P(Cl)(Cl)Cl, Cc1cccc(C)n1. The product is [C-]#[N+]C(c1cc(F)ccc1F)S(=O)(=O)c1ccc(C)cc1. As a reaction SMILES: [F:1][c:2]1[c:3]([CH:9]([NH:10][CH:11]=[O:12])[S:13](=[O:14])(=[O:15])[c:16]2[cH:17][cH:18][c:19]([CH3:22])[cH:20][cH:21]2)[cH:4][c:5]([F:8])[cH:6][cH:7]1.[O:36]1[CH2:37][CH2:38][CH2:39][CH2:40]1.[P:23]([Cl:24])([Cl:25])([Cl:26])=[O:27].[n:28]1[c:29]([CH3:30])[cH:31][cH:32][cH:33][c:34]1[CH3:35]>>[F:1][c:2]1[c:3]([CH:9]([N+:10]#[C-:11])[S:13](=[O:14])(=[O:15])[c:16]2[cH:17][cH:18][c:19]([CH3:22])[cH:20][cH:21]2)[cH:4][c:5]([F:8])[cH:6][cH:7]1. The reactants are ClC(Cl)Cl, CC(C)(C)OC(=O)N1CCC(N2C(=O)c3cccc(NC(=O)c4ccc(Cl)s4)c3C2=O)CC1, O=C(O)C(F)(F)F, O. Product: O=C(Nc1cccc2c1C(=O)N(C1CCNCC1)C2=O)c1ccc(Cl)s1. As a reaction SMILES: [CH:42]([Cl:43])([Cl:44])[Cl:45].[Cl:9][c:10]1[cH:11][cH:12][c:13]([C:15](=[O:16])[NH:17][c:18]2[c:19]3[c:23]([cH:24][cH:25][cH:26]2)[C:22](=[O:27])[N:21]([CH:28]2[CH2:29][CH2:30][N:31]([C:34]([O:35][C:36]([CH3:37])([CH3:38])[CH3:39])=[O:40])[CH2:32][CH2:33]2)[C:20]3=[O:41])[s:14]1.[F:1][C:2]([F:3])([F:4])[C:5]([OH:6])=[O:7].[OH2:8]>>[Cl:9][c:10]1[cH:11][cH:12][c:13]([C:15](=[O:16])[NH:17][c:18]2[c:19]3[c:23]([cH:24][cH:25][cH:26]2)[C:22](=[O:27])[N:21]([CH:28]2[CH2:29][CH2:30][NH:31][CH2:32][CH2:33]2)[C:20]3=[O:41])[s:14]1. Starting materials: Cc1cc(C#N)c(F)cc1Br, O=C(O)C(F)(F)F, O, O=S(=O)(O)O. Yields the product Cc1cc(C(N)=O)c(F)cc1Br. RXN SMILES: [Br:1][c:2]1[cH:3][c:4]([F:11])[c:5]([C:6]#[N:7])[cH:8][c:9]1[CH3:10].[F:18][C:19]([F:20])([F:21])[C:22]([OH:23])=[O:24].[OH2:12].[S:13](=[O:14])(=[O:15])([OH:16])[OH:17]>>[Br:1][c:2]1[cH:3][c:4]([F:11])[c:5]([C:6]([NH2:7])=[O:12])[cH:8][c:9]1[CH3:10]. Reactants: CCN(C(C)C)C(C)C, ClCCl, COC(=O)c1ccc2c(c1)CC(C)(C)C(c1ccccc1N)N2, O=C(Cl)c1ccccn1. Yields the product COC(=O)c1ccc2c(c1)CC(C)(C)C(c1ccccc1NC(=O)c1ccccn1)N2. RXN SMILES: [CH:24]([N:25]([CH2:26][CH3:27])[CH:28]([CH3:29])[CH3:30])([CH3:31])[CH3:32].[Cl:42][CH2:43][Cl:44].[NH2:1][c:2]1[c:3]([CH:8]2[NH:9][c:10]3[cH:11][cH:12][c:13]([C:20](=[O:21])[O:22][CH3:23])[cH:14][c:15]3[CH2:16][C:17]2([CH3:18])[CH3:19])[cH:4][cH:5][cH:6][cH:7]1.[c:33]1([C:39](=[O:40])[Cl:41])[cH:34][cH:35][cH:36][cH:37][n:38]1>>[NH:1]([c:2]1[c:3]([CH:8]2[NH:9][c:10]3[cH:11][cH:12][c:13]([C:20](=[O:21])[O:22][CH3:23])[cH:14][c:15]3[CH2:16][C:17]2([CH3:18])[CH3:19])[cH:4][cH:5][cH:6][cH:7]1)[C:39]([c:33]1[cH:34][cH:35][cH:36][cH:37][n:38]1)=[O:40].